This data is from the Open Reaction Database (ORD), a public repository of structured organic reaction records. The task is: describe an organic reaction: reactants, conditions, products, and yield Starting materials: C1COCCOCCOCCOCCO1 (15-crown-5), ClC1=C(C=C(C=N1)S(=O)(=O)Cl)C (6-chloro-5-methylpyridine-3-sulfonyl chloride), C1(=CC=CC=C1)C1=CC(=CN1)C=O (5-phenyl-1H-pyrrole-3-carbaldehyde), [H-].[Na+] (sodium hydride). Product: ClC1=C(C=C(C=N1)S(=O)(=O)N1C=C(C=C1C1=CC=CC=C1)C=O)C (1-[(6-Chloro-5-methylpyridin-3-yl)sulfonyl]-5-phenyl-1H-pyrrole-3-carbaldehyde), solid. Yield: 68.0%. As a reaction SMILES: [C:1]1([C:7]2[NH:11][CH:10]=[C:9]([CH:12]=[O:13])[CH:8]=2)[CH:6]=[CH:5][CH:4]=[CH:3][CH:2]=1.[H-].[Na+].C1OCCOCCOCCOCCOC1.[Cl:31][C:32]1[N:37]=[CH:36][C:35]([S:38](Cl)(=[O:40])=[O:39])=[CH:34][C:33]=1[CH3:42]>>[Cl:31][C:32]1[N:37]=[CH:36][C:35]([S:38]([N:11]2[C:7]([C:1]3[CH:6]=[CH:5][CH:4]=[CH:3][CH:2]=3)=[CH:8][C:9]([CH:12]=[O:13])=[CH:10]2)(=[O:40])=[O:39])=[CH:34][C:33]=1[CH3:42] |f:1.2|. Procedure: By a reaction under similar conditions as in Reference Example 234 and using 5-phenyl-1H-pyrrole-3-carbaldehyde (171 mg), sodium hydride (60% in oil, 60 mg), 15-crown-5 (0.30 mL) and 6-chloro-5-methylpyridine-3-sulfonyl chloride (270 mg), the title compound was obtained as a solid (yield 244 mg, 68%).